This data is from the Open Reaction Database (ORD), a public repository of structured organic reaction records. The task is: describe an organic reaction: reactants, conditions, products, and yield Reactants: N1=CC(=CC=C1)NC(OC(C)(C)C)=O (tert-butyl pyridin-3-ylcarbamate), [Li]C(C)(C)C (t-BuLi), [NH4+].[Cl-] (NH4Cl), N1(CCCCC1)C=O (piperidine-1-carbaldehyde). Run in C1CCOC1 (THF). Run at temperature -20 celsius, time 8 hour. Product: C(=O)C1=C(C=NC=C1)NC(OC(C)(C)C)=O (tert-butyl 4-formylpyridin-3-ylcarbamate). Reaction SMILES: [N:1]1[CH:6]=[CH:5][CH:4]=[C:3]([NH:7][C:8](=[O:14])[O:9][C:10]([CH3:13])([CH3:12])[CH3:11])[CH:2]=1.[Li]C(C)(C)C.N1([CH:26]=[O:27])CCCCC1.[NH4+].[Cl-]>C1COCC1>[CH:26]([C:4]1[CH:5]=[CH:6][N:1]=[CH:2][C:3]=1[NH:7][C:8](=[O:14])[O:9][C:10]([CH3:11])([CH3:13])[CH3:12])=[O:27] |f:3.4|. Procedure: At −78° C., to a solution of tert-butyl pyridin-3-ylcarbamate (2.98 g, 15.34 mmol) in THF (60 mL) is added t-BuLi (1.7 N, 21.65 mL, 36.8 mmol) dropwise while maintaining the internal temperature below −70° C. Then, the mixture is allowed to warm to −20° C. for 2 hr and piperidine-1-carbaldehyde (5.11 mL, 46.02 mmol) is added dropwise and the mixture is stirred at −20° C. to rt overnight. Saturated NH4Cl solution (30 mL) is added and the layers are separated. The aqueous layer is extracted with E... Starting materials: phospholipid, P(=O)(O)(O)OC[C@@]1([C@H](C[C@@H](O1)N1C(=O)NC(=O)C(C)=C1)O)CN=[N+]=[N-] (4'-azidomethylthymidine 5'-monophosphate), P(=O)(O)(O)OC[C@@]1([C@H](C[C@@H](O1)N1C(=O)NC(=O)C(C)=C1)O)CN=[N+]=[N-] (4'-azidomethylthymidine 5'-monophosphate). Solvent: O (water), phospholipid. Reaction conditions: time 20 minute. The product is N(=[N+]=[N-])C[C@]1([C@H](C[C@@H](O1)N1C(=O)NC(=O)C(C)=C1)O)CO (4'-Azidomethylthymidine). RXN SMILES: P([O:5][CH2:6][C@@:7]1([CH2:22][N:23]=[N+:24]=[N-:25])[O:11][C@@H:10]([N:12]2[CH:20]=[C:18]([CH3:19])[C:16](=[O:17])[NH:15][C:13]2=[O:14])[CH2:9][C@@H:8]1[OH:21])(O)(O)=O>O>[N:23]([CH2:22][C@:7]1([CH2:6][OH:5])[O:11][C@@H:10]([N:12]2[CH:20]=[C:18]([CH3:19])[C:16](=[O:17])[NH:15][C:13]2=[O:14])[CH2:9][C@@H:8]1[OH:21])=[N+:24]=[N-:25]. Procedure: Sufficient water is added to 100 g of egg-yolk phospholipids to bring the total volume to 1 liter. The mixture is stirred with a homomixer. Then, the mixture is homogenized with an emulsifier under a pressure of 300 kg/cm2 for 30 minutes, whereby an aqueous phospholipid dispersion is obtained 4'-Azidomethylthymidine 5'-monophosphate (20 g) and sodium chloride (18 g) are dissolved in enough water to bring the total volume to 1 liter. The aqueous phospholipid dispersion (850 mL) and the 4'-azidome...